Dataset: the Open Reaction Database (ORD), a public repository of structured organic reaction records. Task: describe an organic reaction: reactants, conditions, products, and yield Yields the product CC(C#N)=CC1=CC=C(C=C1)C=O (2-methyl-3-(4-formylphenyl)-2-propenonitrile). Yield: 20.5%. Reaction conditions: time 6 hour. The reactants are solution, C[O-].[Na+] (sodium methylate), C(C1=CC=C(C=O)C=C1)=O (terephthalaldehyde), C(C)P(=O)(CC)C(C#N)C (2-(diethylphosphoryl)-propionitrile), O (water). Reaction SMILES: C[O-].[Na+].[CH:4](=[O:13])[C:5]1[CH:12]=[CH:11][C:8]([CH:9]=O)=[CH:7][CH:6]=1.C(P([CH:20]([CH3:23])[C:21]#[N:22])(CC)=O)C.O>CO.C(O)(=O)C>[CH3:23][C:20](=[CH:9][C:8]1[CH:11]=[CH:12][C:5]([CH:4]=[O:13])=[CH:6][CH:7]=1)[C:21]#[N:22] |f:0.1|. Solvent: C(C)(=O)O (acetic acid), CO (methanol), CO (methanol). Reported procedure: 360 g of a 30% solution of sodium methylate in methanol are added dropwise to a suspension of 134 g of terephthalaldehyde in 500 ml of methanol at 20°-25° C. 191 g of 2-(diethylphosphoryl)-propionitrile [prepared by the method of M. L. Raggio and D. S. Watt, J. Org. Chem. 41, 1873 (1976)] are now slowly added dropwise to the resulting reaction solution at 20°-25° C. The reaction mixture is stirred at room temperature for 6 hours and then poured onto 1,000 ml of water, and the aqueous suspension ... The reactants are C(=O)C=1C=C(C(=C(C#N)C1)O)[N+](=O)[O-] (5-formyl-2-hydroxy-3-nitrobenzonitrile), OC1=C(C=C(C=O)C=C1)OCCO (4-hydroxy-3-(2-hydroxyethoxy)benzaldehyde). Product: OC1=C(C=C(C=O)C=C1[N+](=O)[O-])OCCO (4-hydroxy-3-(2-hydroxyethoxy)-5-nitrobenzaldehyde). As a reaction SMILES: [CH:1]([C:3]1[CH:4]=[C:5]([N+:12]([O-:14])=[O:13])[C:6]([OH:11])=[C:7]([CH:10]=1)C#N)=[O:2].[OH:15][C:16]1C=CC(C=O)=C[C:17]=1[O:24]CCO>>[OH:11][C:6]1[C:5]([N+:12]([O-:14])=[O:13])=[CH:4][C:3]([CH:1]=[O:2])=[CH:10][C:7]=1[O:15][CH2:16][CH2:17][OH:24]. Procedure details: Followed procedure described for Intermediate 61, starting from the 4-hydroxy-3-(2-hydroxyethoxy)benzaldehyde to give desired product, Intermediate 71. Starting materials: BrC1=CC=C(C=C1)C(CCC)N1C=NC=C1 (1-[1-(4-bromophenyl)-butyl]-imidazole), [Cu]C#N (copper(I) cyanide). The solvent is CN1CCCC1 (N-methylpyrrolidine). Product: N1(C=NC=C1)C(CCC)C1=CC=C(C#N)C=C1 (4-[1-(1-imidazolyl)-butyl]-benzonitrile). Yield: 68.4%. RXN SMILES: Br[C:2]1[CH:7]=[CH:6][C:5]([CH:8]([N:12]2[CH:16]=[CH:15][N:14]=[CH:13]2)[CH2:9][CH2:10][CH3:11])=[CH:4][CH:3]=1.[Cu][C:18]#[N:19]>CN1CCCC1>[N:12]1([CH:8]([C:5]2[CH:6]=[CH:7][C:2]([C:18]#[N:19])=[CH:3][CH:4]=2)[CH2:9][CH2:10][CH3:11])[CH:16]=[CH:15][N:14]=[CH:13]1. Procedure: 2.79 g of 1-[1-(4-bromophenyl)-butyl]-imidazole and 1.8 g of copper(I) cyanide are heated in 5 ml of N-methylpyrrolidine for 4 hours at 180° C. under a protecting gas atmosphere (argon). After cooling, it is precipitated in 50 ml of ammonia solution, stirred for 15 more minutes at room temperature and extracted with ethyl acetate. After concentration by evaporation in a vacuum 1.95 g of dark oil is obtained. This oil is distilled on a bulb tube in a vacuum; boiling point 200°-215° C./0.05 mbar. ... Reaction SMILES: [C:1]([O:5][C:6]([N:8]1[CH2:13][CH2:12][NH:11][CH2:10][C@@H:9]1[CH2:14][CH2:15][S:16][CH3:17])=[O:7])([CH3:4])([CH3:3])[CH3:2].[CH3:18][C:19]1[C:27]([CH3:28])=[CH:26][CH:25]=[CH:24][C:20]=1[C:21](O)=[O:22].C1C=CC2N(O)N=NC=2C=1.CCN=C=NCCCN(C)C.Cl>C(Cl)Cl.CCCCCC.C(OCC)(=O)C.C(N(CC)CC)C>[C:1]([O:5][C:6]([N:8]1[CH2:13][CH2:12][N:11]([C:21](=[O:22])[C:20]2[CH:24]=[CH:25][CH:26]=[C:27]([CH3:28])[C:19]=2[CH3:18])[CH2:10][C@@H:9]1[CH2:14][CH2:15][S:16][CH3:17])=[O:7])([CH3:4])([CH3:3])[CH3:2] |f:3.4|. Procedure details: The title compound was prepared according to the procedure described for Example 1, Step A except using 1-tert-butoxycarbonyl-2(S)-(2-methylthioethyl)piperazine (1.87 g, 7.19 mmol), 2,3-dimethylbenzoic acid (1.08 g, 7.19 mmol), HOBT (0.970 g, 7.19 mmol), EDC.HCl (1.64 g, 8.62 mmol) in methylene chloride (50 mL). Triethylamine was added to adjust the pH to 7. Chromatography on silica gel with 30% ethyl acetate in hexane afforded the title compound as a clear oil (2.51 g). NMR (DMSO-d6, 300 MHz) δ... Yield: 88.9%. Reactants: C(C)(C)(C)OC(=O)N1[C@H](CNCC1)CCSC (1-tert-butoxycarbonyl-2(S)-(2-methylthioethyl)piperazine), CCN=C=NCCCN(C)C.Cl (EDC.HCl), CC1=C(C(=O)O)C=CC=C1C (2,3-dimethylbenzoic acid), C=1C=CC2=C(C1)N=NN2O (HOBT). Run in C(C)N(CC)CC (Triethylamine), C(Cl)Cl (methylene chloride), CCCCCC (hexane), C(C)(=O)OCC (ethyl acetate). The product is C(C)(C)(C)OC(=O)N1[C@H](CN(CC1)C(C1=C(C(=CC=C1)C)C)=O)CCSC (1-tert-Butoxycarbonyl-4-(2,3-dimethylbenzoyl)-2(S)-(2-methylthioethyl)piperazine). Reactants: ClC=1SC2=C(N1)C=CC=C2 (2-chlorobenzothiazole), Cl.COC([C@@H](N)CCCC)=O (L-norleucine methyl ester hydrochloride), Cl (HCl), N[C@@H](C)C(=O)O (L-alanine), S1C(=NC2=C1C=CC=C2)N[C@@H](C)C(=O)O (N-(benzothiazol-2-yl)-L-alanine). Product: COC([C@H](CCCC)NC([C@@H](NC=1SC2=C(N1)C=CC=C2)C)=O)=O (N-[N-(benzothiazol-2-yl)-L-alanyl]-(S)-2-aminohexanoic acid methyl ester). RXN SMILES: ClC1SC2C=CC=CC=2N=1.N[C@H](C(O)=O)C.[S:17]1[C:21]2[CH:22]=[CH:23][CH:24]=[CH:25][C:20]=2[N:19]=[C:18]1[NH:26][C@H:27]([C:29]([OH:31])=O)[CH3:28].Cl.[CH3:33][O:34][C:35](=[O:42])[C@H:36]([CH2:38][CH2:39][CH2:40][CH3:41])[NH2:37].Cl>>[CH3:33][O:34][C:35](=[O:42])[C@@H:36]([NH:37][C:29](=[O:31])[C@H:27]([CH3:28])[NH:26][C:18]1[S:17][C:21]2[CH:22]=[CH:23][CH:24]=[CH:25][C:20]=2[N:19]=1)[CH2:38][CH2:39][CH2:40][CH3:41] |f:3.4|. Procedure: Following General Procedure B and using 2-chlorobenzothiazole (Aldrich) and L-alanine (Aldrich), N-(benzothiazol-2-yl)-L-alanine was prepared. This compound was then coupled to L-norleucine methyl ester hydrochloride (Sigma) using General Procedure D (without the 1N HCl wash) to provide for the title compound as a solid (mp=99-120° C.). The latter reaction was monitored by tlc (Rf=0.42 in 1:1 EtOAc:Hexanes) and the product was purified by preparative plate chromatography using 1:1 EtOAc:Hexanes ...